Task: describe an organic reaction: reactants, conditions, products, and yield. Dataset: the Open Reaction Database (ORD), a public repository of structured organic reaction records Reactants: CC(=O)OI1(C=2C=CC=CC2C(=O)O1)(OC(=O)C)OC(=O)C (Dess-Martin periodinane), C(C)(C)(C)OC(NC(CO)(C)C1=CC(=CC=C1)Br)=O (rac-[1-(3-bromo-phenyl)-2-hydroxy-1-methyl-ethyl]-carbamic acid tert-butyl ester). Solvent: C(Cl)Cl (DCM). Reaction conditions: temperature 0 celsius, time 1 hour. The product is C(C)(C)(C)OC(NC(C=O)(C)C1=CC(=CC=C1)Br)=O (rac-[1-(3-bromo-phenyl)-1-methyl-2-oxo-ethyl]-carbamic acid tert-butyl ester). The yield is 87.4%. As a reaction SMILES: CC(OI1(OC(C)=O)(OC(C)=O)OC(=O)C2C=CC=CC1=2)=O.[C:23]([O:27][C:28](=[O:41])[NH:29][C:30]([C:34]1[CH:39]=[CH:38][CH:37]=[C:36]([Br:40])[CH:35]=1)([CH3:33])[CH2:31][OH:32])([CH3:26])([CH3:25])[CH3:24]>C(Cl)Cl>[C:23]([O:27][C:28](=[O:41])[NH:29][C:30]([C:34]1[CH:39]=[CH:38][CH:37]=[C:36]([Br:40])[CH:35]=1)([CH3:33])[CH:31]=[O:32])([CH3:24])([CH3:25])[CH3:26]. Procedure details: Dess-Martin periodinane (3.55 g, 8.36 mmol) was added portionwise over 5 minutes to a solution of rac-[1-(3-bromo-phenyl)-2-hydroxy-1-methyl-ethyl]-carbamic acid tert-butyl ester (2.3 g, 6.97 mmol) in dry DCM (45 mL) at 0° C. The mixture was stirred at 0° C. for 10 minutes and at room temperature for 1 hour. The reaction mixture was quenched with NaHCO3 (aq. sat. solution) followed by NaHSO3 (aq. sat. solution). Then Et2O was added and the mixture was stirred at room temperature for 30 minutes. ... Starting materials: COC(C1=CC(=CC=C1)SC1=C(NC2=CC(=CC=C12)Br)C)=O (3-(6-Bromo-2-methyl-1H-indol-3-ylsulfanyl)-benzoic acid methyl ester), CS(=O)[O-].[Na+] (sodium methanesulfinate). Reagents/catalysts: [Cu]I (copper(I) iodide). Solvent: CN1CCCC1=O (NMP). Reaction conditions: temperature 140 celsius, time 8 hour. Yields the product COC(C1=CC(=CC=C1)SC1=C(NC2=CC(=CC=C12)S(=O)(=O)C)C)=O (3-(6-Methanesulfonyl-2-methyl-1H-indol-3-ylsulfanyl)-benzoic acid methyl ester). Reaction SMILES: [CH3:1][O:2][C:3](=[O:22])[C:4]1[CH:9]=[CH:8][CH:7]=[C:6]([S:10][C:11]2[C:19]3[C:14](=[CH:15][C:16](Br)=[CH:17][CH:18]=3)[NH:13][C:12]=2[CH3:21])[CH:5]=1.[CH3:23][S:24]([O-:26])=[O:25].[Na+]>CN1C(=O)CCC1.[Cu]I>[CH3:1][O:2][C:3](=[O:22])[C:4]1[CH:9]=[CH:8][CH:7]=[C:6]([S:10][C:11]2[C:19]3[C:14](=[CH:15][C:16]([S:24]([CH3:23])(=[O:26])=[O:25])=[CH:17][CH:18]=3)[NH:13][C:12]=2[CH3:21])[CH:5]=1 |f:1.2|. Reported procedure: 3-(6-Bromo-2-methyl-1H-indol-3-ylsulfanyl)-benzoic acid methyl ester (0.113 g, 0.3 mmol), sodium methanesulfinate (0.138 g, 1.35 mmol), and copper(I) iodide (0.257 g, 1.35 mmol) were combined in NMP (3 mL) in a sealed reaction vessel and stirred at 140° C. for overnight. The resulting mixture was cooled to room temperature, and subjected to standard aqueous workup. The crude residue was purified by silica gel chromatography (10-100% EtOAc in hexanes) to afford the title compound. Starting materials: ClC1=C(C(=O)NC=2C=CC3=C(B(OC3(C)C)O)C2)C=CC(=C1)C=C (2-chloro-N-(1-hydroxy-3,3-dimethyl-1,3-dihydro-benzo[c][1,2]oxaborol-6-yl)-4-vinyl-benzamide), C(=C)(C)[Sn](CCCC)(CCCC)CCCC (isopropenyl tributylstannane). Product: ClC1=C(C(=O)NC=2C=CC3=C(B(OC3(C)C)O)C2)C=CC(=C1)C(=C)C (2-Chloro-N-(1-hydroxy-3,3-dimethyl-1,3-dihydro-benzo[c][1,2]oxaborol-6-yl)-4-isopropenyl-benzamide). Reaction SMILES: [Cl:1][C:2]1[CH:22]=[C:21]([CH:23]=[CH2:24])[CH:20]=[CH:19][C:3]=1[C:4]([NH:6][C:7]1[CH:8]=[CH:9][C:10]2[C:14]([CH3:16])([CH3:15])[O:13][B:12]([OH:17])[C:11]=2[CH:18]=1)=[O:5].[C:25]([Sn](CCCC)(CCCC)CCCC)(C)=C>>[Cl:1][C:2]1[CH:22]=[C:21]([C:23]([CH3:25])=[CH2:24])[CH:20]=[CH:19][C:3]=1[C:4]([NH:6][C:7]1[CH:8]=[CH:9][C:10]2[C:14]([CH3:16])([CH3:15])[O:13][B:12]([OH:17])[C:11]=2[CH:18]=1)=[O:5]. Procedure details: The title compound was prepared using a procedure similar to that of 2-chloro-N-(1-hydroxy-3,3-dimethyl-1,3-dihydro-benzo[c][1,2]oxaborol-6-yl)-4-vinyl-benzamide with isopropenyl tributylstannane replacing tributyl(vinyl)tin. Data: LCMS (M/Z): 356 (M+H); 1H NMR (DMSO-d6) δ: 1.44 (s, 6 H) 2.14 (s, 3 H) 5.24 (s, 1 H) 5.57 (s, 1 H) 7.38 (d, J=8.2 Hz, 1 H) 7.57 (ddd, J=1.5, 1.0, 0.8 Hz, 2 H) 7.62-7.66 (m, 1 H) 7.69 (dd, J=8.2, 2.0 Hz, 1 H) 8.05 (dd, J=1.6, 0.6 Hz, 1 H) 9.09 (br. s., 1 H) 10.49 (s, 1...